From a dataset of the Open Reaction Database (ORD), a public repository of structured organic reaction records. describe an organic reaction: reactants, conditions, products, and yield Starting materials: c1(cccnc1)N, c1(n(ccn1)C)Cl. Reagents/catalysts: c1ccc(cc1)-c2c3ccccc3cc4ccccc24 (9-Phenylanthracene), CCC(C)(C)[O-].[K+]Â Â  (KOPnt), c1(c2c(P(C3CCCCC3)C3CCCCC3)c(ccc2OC)OC)c(cc(cc1C(C)C)C(C)C)C(C)C (BrettPhos), C(O[Pd]OC(C)=O)(C)=O (Pd(OAc)2). Solvent: CCC(C)(C)O (t-AmOH). Run at temperature 110 celsius, time 30 hour. Product: Cn1ccnc1Nc2cccnc2. RXN SMILES: [CH3:1][n:2]1[c:6](Cl)[n:5][cH:4][cH:3]1.[NH2:7][c:8]1[cH:13][n:12][cH:11][cH:10][cH:9]1>>[CH3:1][n:2]1[c:6]([NH:7][c:8]2[cH:13][n:12][cH:11][cH:10][cH:9]2)[n:5][cH:4][cH:3]1. The reactants are FC1=C(NC=2C(=CNC(C2)=O)C(=O)OCC)C=CC(=C1)I (Ethyl 4-(2-fluoro-4-iodoanilino)-6-oxo-1,6-dihydro-3-pyridinecarboxylate), [H-].[Na+] (NaH), BrCCOCCOC (1-bromo-2-(2-methoxyethoxy)ethane). Run in CN(C)C=O (DMF). Product: FC1=C(NC=2C(=CN(C(C2)=O)CCOCCOC)C(=O)OCC)C=CC(=C1)I (Ethyl 4-(2-fluoro-4-iodoanilino)-1-[2-(2-methoxyethoxy)ethyl]-6-oxo-1,6-dihydro-3-pyridinecarboxylate), oil. Isolated yield 41.0%. As a reaction SMILES: [F:1][C:2]1[CH:20]=[C:19]([I:21])[CH:18]=[CH:17][C:3]=1[NH:4][C:5]1[C:6]([C:12]([O:14][CH2:15][CH3:16])=[O:13])=[CH:7][NH:8][C:9](=[O:11])[CH:10]=1.[H-].[Na+].Br[CH2:25][CH2:26][O:27][CH2:28][CH2:29][O:30][CH3:31]>CN(C=O)C>[F:1][C:2]1[CH:20]=[C:19]([I:21])[CH:18]=[CH:17][C:3]=1[NH:4][C:5]1[C:6]([C:12]([O:14][CH2:15][CH3:16])=[O:13])=[CH:7][N:8]([CH2:25][CH2:26][O:27][CH2:28][CH2:29][O:30][CH3:31])[C:9](=[O:11])[CH:10]=1 |f:1.2|. Reported procedure: Ethyl 4-(2-fluoro-4-iodoanilino)-6-oxo-1,6-dihydro-3-pyridinecarboxylate was reacted with NaH and 1-bromo-2-(2-methoxyethoxy)ethane in DMF under the same conditions as for example 22, step A to give a crude solid which was purified by column chromatography on silica gel (1% MeOH/CH2Cl2 as eluant). Ethyl 4-(2-fluoro-4-iodoanilino)-1-[2-(2-methoxyethoxy)ethyl]-6-oxo-1,6-dihydro-3-pyridinecarboxylate was isolated as a pale yellow oil (41%). 1H NMR [(CD3)2SO, 400 MHz] δ 9.30 (s, 1H), 8.43 (s, 1H), 7... Reactants: COc1ccc(Br)cc1S(=O)(=O)Nc1ccc(F)cc1N, CCOC(C)=O, O=S(=O)(Cl)c1ccc(Cl)cc1, ClCCl, c1ccncc1. The product is COc1ccc(Br)cc1S(=O)(=O)Nc1ccc(F)cc1NS(=O)(=O)c1ccc(Cl)cc1. As a reaction SMILES: [Br:1][c:2]1[cH:3][cH:4][c:5]([O:20][CH3:21])[c:6]([S:8](=[O:9])(=[O:10])[NH:11][c:12]2[c:13]([NH2:19])[cH:14][c:15]([F:18])[cH:16][cH:17]2)[cH:7]1.[CH3:42][CH2:43][O:44][C:45](=[O:46])[CH3:47].[Cl:22][c:23]1[cH:24][cH:25][c:26]([S:29](=[O:30])(=[O:31])[Cl:32])[cH:27][cH:28]1.[Cl:39][CH2:40][Cl:41].[cH:33]1[cH:34][cH:35][n:36][cH:37][cH:38]1>>[Br:1][c:2]1[cH:3][cH:4][c:5]([O:20][CH3:21])[c:6]([S:8](=[O:9])(=[O:10])[NH:11][c:12]2[c:13]([NH:19][S:29]([c:26]3[cH:25][cH:24][c:23]([Cl:22])[cH:28][cH:27]3)(=[O:30])=[O:31])[cH:14][c:15]([F:18])[cH:16][cH:17]2)[cH:7]1. Starting materials: [OH-].[Na+] (NaOH), C=C(CCl)CCl (methallyl dichloride), C(C1=CC=CC=C1)=O (benzaldehyde), Cl.COC(CNC1=CC=CC=C1)=O (phenyl glycine methyl ester-HCl), residue, COC(OC)OC (trimethylorthoformate), [OH-].[Na+] (NaOH), imine. The reagents and catalysts are [N+](CCCC)(CCCC)(CCCC)CCCC.[O-]S(=O)(=O)O (Bu4NHSO4). Solvent: ClCCl (dichloromethane), CCOCC (Et2O), ClCCl (dichloromethane). Reaction conditions: time 2 hour. Product: C=C1C[C@](NC1)(C(=O)OC)C1=CC=CC=C1 (Methyl 4-methylene-2-phenylprolinate). As a reaction SMILES: Cl.COC(=O)C[NH:6][C:7]1[CH:12]=[CH:11]C=CC=1.[OH-].[Na+].[CH:16](=O)[C:17]1[CH:22]=[CH:21][CH:20]=[CH:19][CH:18]=1.[CH2:24]=C(CCl)CCl.[CH3:30][O:31][CH:32](OC)[O:33]C>CCOCC.ClCCl.[N+](CCCC)(CCCC)(CCCC)CCCC.[O-]S(O)(=O)=O>[CH2:24]=[C:12]1[CH2:7][NH:6][C@:16]([C:17]2[CH:22]=[CH:21][CH:20]=[CH:19][CH:18]=2)([C:32]([O:31][CH3:30])=[O:33])[CH2:11]1 |f:0.1,2.3,9.10|. Procedure: An aqueous solution (300 mL) of phenyl glycine methyl ester-HCl (100 g) was neutralized to pH 8 with 10N NaOH. The aqueous solution was extracted with EtOAc (3×200 mL). The combined organic extracts were dried over MgSO4, filtered, and concentrated. The residue (56.7 g, 344 mmol) was dissolved in trimethylorthoformate (100 mL) and treated with benzaldehyde (34.9 mL, 36.4 g, 344 mmol). After stirring for 2 h, the reaction was diluted with Et2O (200 mL) and washed with water (3×50 mL). The organic... Reactants: CC(NC(=O)Cc1cc(F)cc(F)c1)C(=O)O, NC1CCNC(=O)C1. Product: CC(NC(=O)Cc1cc(F)cc(F)c1)C(=O)NC1CCNC(=O)C1. RXN SMILES: [F:1][c:2]1[cH:3][c:4]([CH2:9][C:10](=[O:11])[NH:12][CH:13]([CH3:14])[C:15](=[O:16])[OH:17])[cH:5][c:6]([F:8])[cH:7]1.[NH2:18][CH:19]1[CH2:20][C:21](=[O:22])[NH:23][CH2:24][CH2:25]1>>[F:1][c:2]1[cH:3][c:4]([CH2:9][C:10](=[O:11])[NH:12][CH:13]([CH3:14])[C:15](=[O:17])[NH:18][CH:19]2[CH2:20][C:21](=[O:22])[NH:23][CH2:24][CH2:25]2)[cH:5][c:6]([F:8])[cH:7]1. The reactants are solution, N (ammonia), CO (methanol), C(C1=CC=CC=C1)OC(CN(C)C(=O)OC(C)(C)C)CN(C)C(=O)OC(C)(C)C (2-benzyloxy-N,N′-bis(t-butoxycarbonyl)-N,N′-dimethyl-1,3-propanediamine), solution, Cl (hydrogen chloride), C(C)(=O)OCC (ethyl acetate). The solvent is C(Cl)Cl (methylene chloride). Run at time 4 hour. The product is C(C1=CC=CC=C1)OC(CNC)CNC (2-Benzyloxy-N,N′-dimethyl-1,3-propanediamine). Isolated yield 98.8%. As a reaction SMILES: [CH2:1]([O:8][CH:9]([CH2:20][N:21](C(OC(C)(C)C)=O)[CH3:22])[CH2:10][N:11](C(OC(C)(C)C)=O)[CH3:12])[C:2]1[CH:7]=[CH:6][CH:5]=[CH:4][CH:3]=1.Cl.C(OCC)(=O)C.N.CO>C(Cl)Cl>[CH2:1]([O:8][CH:9]([CH2:20][NH:21][CH3:22])[CH2:10][NH:11][CH3:12])[C:2]1[CH:7]=[CH:6][CH:5]=[CH:4][CH:3]=1. Procedure details: To a solution of 2-benzyloxy-N,N′-bis(t-butoxycarbonyl)-N,N′-dimethyl-1,3-propanediamine (73.0 mg, 0.17 mmol) in methylene chloride (2.0 mL) was added a 4.0 M solution of hydrogen chloride in ethyl acetate (1.0 mL, 4.0 mmol), and the mixture was stirred at room temperature for 4 hours. The reaction mixture was concentrated under reduced pressure, ethanol (5.0 mL) was added to the residue, and the resulting mixture was concentrated under reduced pressure. An approx. 10% solution of ammonia in met... Reactants: BrCC1CC1, CN(C)C=O, CC(C)[Si](SC1=CCC(C#N)(CC2CC2)CC1)(C(C)C)C(C)C, [Cs+], [F-], O. Yields the product N#CC1(CC2CC2)CC=C(SCC2CC2)CC1. As a reaction SMILES: [Br:24][CH2:25][CH:26]1[CH2:27][CH2:28]1.[CH3:31][N:32]([CH3:33])[CH:34]=[O:35].[CH:1]1([CH2:4][C:5]2([C:22]#[N:23])[CH2:6][CH:7]=[C:8]([S:11][Si:12]([CH:13]([CH3:14])[CH3:15])([CH:16]([CH3:17])[CH3:18])[CH:19]([CH3:20])[CH3:21])[CH2:9][CH2:10]2)[CH2:2][CH2:3]1.[Cs+:30].[F-:29].[OH2:36]>>[CH:1]1([CH2:4][C:5]2([C:22]#[N:23])[CH2:6][CH:7]=[C:8]([S:11][CH2:25][CH:26]3[CH2:27][CH2:28]3)[CH2:9][CH2:10]2)[CH2:2][CH2:3]1. Starting materials: C(C(C)(C)C)(=O)C(CC(CCO)O)O ((±)-5-Pivaloylpentan-1,3,5-triol), N1C=NC=C1 (imidazole), [Si](C1=CC=CC=C1)(C1=CC=CC=C1)(C(C)(C)C)Cl (TBDPS-chloride). Run in C(Cl)Cl (CH2Cl2). Product: [Si](C1=CC=CC=C1)(C1=CC=CC=C1)(C(C)(C)C)C(CC(CC(O)C(C(C)(C)C)=O)O)O ((±)-1-tert-Butyldiphenylsilyl-5-pivaloylpentan-1,3,5-triol). Yield: 75.0%. As a reaction SMILES: [C:1]([CH:7]([OH:14])[CH2:8][CH:9]([OH:13])[CH2:10][CH2:11][OH:12])(=[O:6])[C:2]([CH3:5])([CH3:4])[CH3:3].N1C=CN=C1.[Si:20](Cl)([C:33]([CH3:36])([CH3:35])[CH3:34])([C:27]1[CH:32]=[CH:31][CH:30]=[CH:29][CH:28]=1)[C:21]1[CH:26]=[CH:25][CH:24]=[CH:23][CH:22]=1>C(Cl)Cl>[Si:20]([CH:11]([OH:12])[CH2:10][CH:9]([OH:13])[CH2:8][CH:7]([C:1](=[O:6])[C:2]([CH3:5])([CH3:4])[CH3:3])[OH:14])([C:33]([CH3:36])([CH3:35])[CH3:34])([C:27]1[CH:28]=[CH:29][CH:30]=[CH:31][CH:32]=1)[C:21]1[CH:26]=[CH:25][CH:24]=[CH:23][CH:22]=1. Reported procedure: To a solution of 59 (8.0 g, 39.16) and imidazole (3.0 g, 43.07 mmol) in CH2Cl2 (170 mL) is added TBDPS-chloride (11.20 mL, 39.16 mmol) over a period of 1 h at room temperature. After stirring for 1 more h, the solvent is removed and the residue is purified on a silica gel column using ethyl acetate:hexanes as eluent to provide 13 g (75%) of 60, as a colorless oil: 1HNMR (DMSO-d6): 7.57-7.67 (m, 4 H), 7.36-7.47 (m, 6 H), 4.55 (d, J=5.8 Hz, 1 H), 4.06-4.11 (m, 2 H), 3.66-3.85 (m, 3 H), 1.53-1.73 (... Starting materials: C(CC)N(CCC(=O)N(CC=C)C1=CC=C(C=C1)N1C=NC=C1)CCC (3-(dipropylamino)-N-[4-(1H-imidazol-yl)phenyl]-N-(2-propenyl)propanamide), [H-].[Al+3].[Li+].[H-].[H-].[H-] (lithium aluminum hydride). Product: C(CC)N(CCCN(CC=C)C1=CC=C(C=C1)N1C=NC=C1)CCC (N,N-Dipropyl-N'-[4-(1H-imidazol-1-yl)phenyl]-N'-(2-propenyl)-1,3-propanediamine). RXN SMILES: [CH2:1]([N:4]([CH2:24][CH2:25][CH3:26])[CH2:5][CH2:6][C:7]([N:9]([C:13]1[CH:18]=[CH:17][C:16]([N:19]2[CH:23]=[CH:22][N:21]=[CH:20]2)=[CH:15][CH:14]=1)[CH2:10][CH:11]=[CH2:12])=O)[CH2:2][CH3:3].[H-].[Al+3].[Li+].[H-].[H-].[H-]>>[CH2:24]([N:4]([CH2:1][CH2:2][CH3:3])[CH2:5][CH2:6][CH2:7][N:9]([C:13]1[CH:14]=[CH:15][C:16]([N:19]2[CH:23]=[CH:22][N:21]=[CH:20]2)=[CH:17][CH:18]=1)[CH2:10][CH:11]=[CH2:12])[CH2:25][CH3:26] |f:1.2.3.4.5.6|. Reported procedure: In a manner similar to Preparation 4, react 3-(dipropylamino)-N-[4-(1H-imidazol-yl)phenyl]-N-(2-propenyl)propanamide with lithium aluminum hydride to obtain the title compound. The reactants are IC=1C=C(C(=O)N)C=CC1OCC1OC1 (3-iodo-4-(oxiranylmethoxy)benzamide), C(C)(C)(C)N (t-butylamine). Solvent: S1(=O)(=O)CCCC1 (sulfolane). Product: OC(COC1=C(C=C(C(=O)N)C=C1)I)CNC(C)(C)C (4-[2-hydroxy-3-[(1,1-dimethylethyl)amino]propoxy]-3-iodobenzamide). Yield: 102.0%. As a reaction SMILES: [I:1][C:2]1[CH:3]=[C:4]([CH:8]=[CH:9][C:10]=1[O:11][CH2:12][CH:13]1[CH2:15][O:14]1)[C:5]([NH2:7])=[O:6].[C:16]([NH2:20])([CH3:19])([CH3:18])[CH3:17]>S1(CCCC1)(=O)=O>[OH:14][CH:13]([CH2:15][NH:20][C:16]([CH3:19])([CH3:18])[CH3:17])[CH2:12][O:11][C:10]1[CH:9]=[CH:8][C:4]([C:5]([NH2:7])=[O:6])=[CH:3][C:2]=1[I:1]. Procedure: A solution of 3.75 g (0.01 mole) of 3-iodo-4-(oxiranylmethoxy)benzamide and 10.5 ml (0.1 mole) of t-butylamine in 7 ml of sulfolane was heated at 90° C. in an autoclave. After 2 hr the vessel was cooled and the t-butylamine was evaporated in vacuo. The residue was crystallized from CH2Cl2 /CH3CN to give 4.0 g (100% yield) of 4-[2-hydroxy-3-[(1,1-dimethylethyl)amino]propoxy]-3-iodobenzamide as a white crystalline solid, mp 111°-114° C.